The task is: describe an organic reaction: reactants, conditions, products, and yield. This data is from the Open Reaction Database (ORD), a public repository of structured organic reaction records. Starting materials: BrCCBr (1,2-dibromoethane), O1CCCC1 (tetrahydrofuran), [Cl-].[NH4+] (ammonium chloride). Run at temperature -78 celsius, time 15 minute. Product: C1(=CC=CC=C1)C1=CC=CC(=N1)CCC1=NC(=CC=C1)C1=CC=CC=C1 (1,2-bis(6-phenylpyridine-2-yl)ethane). Yield: 65.1%. Reaction SMILES: Br[CH2:2][CH2:3]Br.[Cl-].[NH4+:6].O1[CH2:11][CH2:10][CH2:9][CH2:8]1>>[C:8]1([C:8]2[N:6]=[C:8]([CH2:9][CH2:10][C:11]3[CH:11]=[CH:10][CH:9]=[C:8]([C:3]4[CH:2]=[CH:11][CH:10]=[CH:9][CH:8]=4)[N:6]=3)[CH:11]=[CH:10][CH:9]=2)[CH:2]=[CH:3][CH:11]=[CH:10][CH:9]=1 |f:1.2|. Reported procedure: The tetrahydrofuran (12 ml) solution of 2-methyl-6-phenylpyridine (1.0 g, 5.9 mmol) obtained by Reference Example 10 was cooled to −78° C., then lithium diisopropylamide tetrahydrofuran solution obtained as above was dropwise added thereto while 15 minutes. The reaction mixture was additionally stirred at −78° C. for 1 hour, then a tetrahydrofuran (10 ml) solution of 1,2-dibromoethane (510 μL, 5.9 mmol, 1 equivalent) was dropwise added thereto, the reaction temperature was allowed to warm to 0° ... Reactants: N[C@@H](CC1=CNC2=CC=CC=C12)C(=O)O (Tryptophan), N[C@@H](CC1=CNC2=CC=CC=C12)C(=O)O (L-tryptophan), P(=O)([O-])([O-])[O-].[K+].[K+].[K+] (potassium phosphate). Product: N[C@H](CC1=CNC2=CC=CC=C12)C(=O)O (D-tryptophan). RXN SMILES: [NH2:1][C@H:2]([C:13]([OH:15])=[O:14])[CH2:3][C:4]1[C:12]2[C:7](=[CH:8][CH:9]=[CH:10][CH:11]=2)[NH:6][CH:5]=1.P([O-])([O-])([O-])=O.[K+].[K+].[K+]>>[NH2:1][C@@H:2]([C:13]([OH:15])=[O:14])[CH2:3][C:4]1[C:12]2[C:7](=[CH:8][CH:9]=[CH:10][CH:11]=2)[NH:6][CH:5]=1 |f:1.2.3.4|. Procedure details: Total protein assays were done using a Pierce BCA kit (Rockford, Ill.). Tryptophan racemase assays with the mutant enzyme were performed in triplicate using the wild-type enzyme prepared in the same manner as a positive control. The assays contained per mL: 30 mM L-tryptophan, 50 mM potassium phosphate pH 8, 10 μM PLP, and approximately 200 μg of racemase protein in a cell free extract. Zero, 20 minute, 1 hour, and overnight samples were collected, treated with 2% formic acid, filtered, and dilu... Reactants: CC(Cl)c1cccnc1, CC(C)c1noc(C2CCCNC2)n1. The reagents and catalysts are O=C([O-])[O-].[Cs+].[Cs+] (cesium carbonate), [I-].[K+] (potassium iodide). Run in CN(C)C=O (DMF), CN(C)C=O (dmf), CN(C)C=O (DMF). Reaction conditions: temperature 70 celsius, time 16 hour. The product is CC(C)c1noc(C2CCCN(C(C)c3cccnc3)C2)n1. Reactants: [O-]c1ccc2c(c1)OCO2, CS(C)=O, CCOC(=O)c1c(F)cccc1F, [Na+], O. Product: CCOC(=O)c1c(F)cccc1Oc1ccc2c(c1)OCO2. RXN SMILES: [CH2:14]1[O:15][c:16]2[cH:17][c:18]([O-:19])[cH:20][cH:21][c:22]2[O:23]1.[CH3:25][S:26]([CH3:27])=[O:28].[F:1][c:2]1[c:3]([C:4](=[O:5])[O:6][CH2:7][CH3:8])[c:9]([F:13])[cH:10][cH:11][cH:12]1.[Na+:24].[OH2:29]>>[c:2]1([O:19][c:18]2[cH:17][c:16]3[c:22]([cH:21][cH:20]2)[O:23][CH2:14][O:15]3)[c:3]([C:4](=[O:5])[O:6][CH2:7][CH3:8])[c:9]([F:13])[cH:10][cH:11][cH:12]1. Starting materials: C1CCNCC1, C1CCOC1, O=C=NCC1OC(=C2C(=O)Nc3ccccc32)c2ccccc21. The product is O=C1Nc2ccccc2C1=C1OC(CNC(=O)N2CCCCC2)c2ccccc21. RXN SMILES: [CH2:24]1[CH2:25][CH2:26][NH:27][CH2:28][CH2:29]1.[CH2:30]1[O:31][CH2:32][CH2:33][CH2:34]1.[N:1](=[C:2]=[O:3])[CH2:4][CH:5]1[O:6][C:7](=[C:14]2[C:15](=[O:23])[NH:16][c:17]3[cH:18][cH:19][cH:20][cH:21][c:22]32)[c:8]2[cH:9][cH:10][cH:11][cH:12][c:13]21>>[NH:1]([C:2](=[O:3])[N:27]1[CH2:26][CH2:25][CH2:24][CH2:29][CH2:28]1)[CH2:4][CH:5]1[O:6][C:7](=[C:14]2[C:15](=[O:23])[NH:16][c:17]3[cH:18][cH:19][cH:20][cH:21][c:22]32)[c:8]2[cH:9][cH:10][cH:11][cH:12][c:13]21. Reactants: C1CCOC1, COB(OC)OC, CCCCCC, CCCCCCCCOc1ccc(-c2ncc(Br)cn2)c(F)c1F, CCCCCc1ccc(-c2ncc(O)cn2)c(F)c1F, [Li]CCCC, OO. Product: CCCCCCCCOc1ccc(-c2ncc(O)cn2)c(F)c1F. As a reaction SMILES: [CH2:65]1[O:66][CH2:67][CH2:68][CH2:69]1.[CH3:30][O:31][B:32]([O:33][CH3:34])[O:35][CH3:36].[CH3:59][CH2:60][CH2:61][CH2:62][CH2:63][CH3:64].[F:1][c:2]1[c:3](-[c:18]2[n:19][cH:20][c:21]([Br:24])[cH:22][n:23]2)[cH:4][cH:5][c:6]([O:9][CH2:10][CH2:11][CH2:12][CH2:13][CH2:14][CH2:15][CH2:16][CH3:17])[c:7]1[F:8].[F:39][c:40]1[c:41]([F:42])[c:43]([CH2:44][CH2:45][CH2:46][CH2:47][CH3:48])[cH:49][cH:50][c:51]1-[c:52]1[n:53][cH:54][c:55]([OH:56])[cH:57][n:58]1.[Li:25][CH2:26][CH2:27][CH2:28][CH3:29].[OH:37][OH:38]>>[F:1][c:2]1[c:3](-[c:18]2[n:19][cH:20][c:21]([OH:31])[cH:22][n:23]2)[cH:4][cH:5][c:6]([O:9][CH2:10][CH2:11][CH2:12][CH2:13][CH2:14][CH2:15][CH2:16][CH3:17])[c:7]1[F:8]. The reactants are C(C=C)Br (allyl bromide), COC=1C=CC(=CC1O)C2=CC(=O)C=3C(=CC(=CC3O2)O)O (diosmetin). Solvent: CO (methanol), CO (methanol), [K] (potassium). Reaction conditions: time 48 hour. Yields the product OC1=CC(=CC2=C1C(C=C(O2)C2=CC(=C(C=C2)OC)OCC=C)=O)O (5,7-Dihydroxy-2-(3-allyloxy-4-methoxyphenyl)-4H-1-benzopyran-4-one). Yield: 83.8%. Reaction SMILES: [CH3:1][O:2][C:3]1[CH:4]=[CH:5][C:6]([C:10]2[O:20][C:19]3[CH:18]=[C:17]([OH:21])[CH:16]=[C:15]([OH:22])[C:14]=3[C:12](=[O:13])[CH:11]=2)=[CH:7][C:8]=1[OH:9].[CH2:23](Br)[CH:24]=[CH2:25]>CO.[K]>[OH:22][C:15]1[C:14]2[C:12](=[O:13])[CH:11]=[C:10]([C:6]3[CH:5]=[CH:4][C:3]([O:2][CH3:1])=[C:8]([O:9][CH2:25][CH:24]=[CH2:23])[CH:7]=3)[O:20][C:19]=2[CH:18]=[C:17]([OH:21])[CH:16]=1 |^1:28|. Procedure: 20 g of diosmetin are dissolved in a mixture of 400 ml of anhydrous methanol and 13.3 g of potassium pellets. The reaction mixture is maintained at room temperature and then 16 g of allyl bromide dissolved in 40 ml of methanol are added dropwise with stirring. Stirring is then continued for 48 hours, and the solvents and volatile products are subsequently distilled off under reduced pressure at room temperature. The residue is taken up in 400 ml of CH2Cl2, and the insoluble material is collected... Starting materials: C1CCOC1, COc1ccc(Cn2cc(C(C)=O)nn2)cc1, COC(=O)Cc1ccc(F)cc1, [H-], [Na+]. The product is COc1ccc(Cn2cc(C(=O)CC(=O)Cc3ccc(F)cc3)nn2)cc1. RXN SMILES: [CH2:32]1[O:33][CH2:34][CH2:35][CH2:36]1.[CH3:1][O:2][c:3]1[cH:4][cH:5][c:6]([CH2:7][n:8]2[n:9][n:10][c:11]([C:13]([CH3:14])=[O:15])[cH:12]2)[cH:16][cH:17]1.[CH3:20][O:21][C:22]([CH2:23][c:24]1[cH:25][cH:26][c:27]([F:30])[cH:28][cH:29]1)=[O:31].[H-:19].[Na+:18]>>[CH3:1][O:2][c:3]1[cH:4][cH:5][c:6]([CH2:7][n:8]2[n:9][n:10][c:11]([C:13]([CH2:14][C:22](=[O:21])[CH2:23][c:24]3[cH:25][cH:26][c:27]([F:30])[cH:28][cH:29]3)=[O:15])[cH:12]2)[cH:16][cH:17]1.